From a dataset of the Open Reaction Database (ORD), a public repository of structured organic reaction records. describe an organic reaction: reactants, conditions, products, and yield Reactants: [N+](=O)([O-])C1=C(C=C(C=C1)C(F)(F)F)CC(C1=CC=C(C=C1)OC)C(C(=O)OC)C(=O)OC ([2-(2-nitro-5-trifluoromethylphenyl)-1-(4-methoxyphenyl)ethyl]propanedioic acid, dimethyl ester), [H][H] (hydrogen). Reagents/catalysts: [Pd] (palladium on charcoal). Run in CO (methanol), CO (methanol). Yields the product NC1=C(C=C(C=C1)C(F)(F)F)CC(C1=CC=C(C=C1)OC)C(C(=O)OC)C(=O)OC ([2-(2-Amino-5-trifluoromethylphenyl)-1-(4-methoxyphenyl)ethyl]propanedioic acid, dimethyl ester). The yield is 91.0%. Reaction SMILES: [N+:1]([C:4]1[CH:9]=[CH:8][C:7]([C:10]([F:13])([F:12])[F:11])=[CH:6][C:5]=1[CH2:14][CH:15]([CH:24]([C:29]([O:31][CH3:32])=[O:30])[C:25]([O:27][CH3:28])=[O:26])[C:16]1[CH:21]=[CH:20][C:19]([O:22][CH3:23])=[CH:18][CH:17]=1)([O-])=O.[H][H]>CO.[Pd]>[NH2:1][C:4]1[CH:9]=[CH:8][C:7]([C:10]([F:12])([F:13])[F:11])=[CH:6][C:5]=1[CH2:14][CH:15]([CH:24]([C:29]([O:31][CH3:32])=[O:30])[C:25]([O:27][CH3:28])=[O:26])[C:16]1[CH:21]=[CH:20][C:19]([O:22][CH3:23])=[CH:18][CH:17]=1. Procedure details: A suspension of 25.0 g (0.055 mol) of [2-(2-nitro-5-trifluoromethylphenyl)-1-(4-methoxyphenyl)ethyl]propanedioic acid, dimethyl ester (see Example 4A) in 200 ml of methanol was treated with a cold suspension of 2.5 g of 5% palladium on charcoal in 50 ml of methanol (under nitrogen) and placed on the Parr apparatus at 58 lbs. of hydrogen. The theoretical amount of hydrogen was consumed in about 30 minutes and this mixture was then heated at 50°-55° C. for one hour to assure that all of the nitro ...